This data is from the Open Reaction Database (ORD), a public repository of structured organic reaction records. The task is: describe an organic reaction: reactants, conditions, products, and yield Reactants: CCO, COC(=O)c1cc([N+](=O)[O-])ccc1OC(F)(F)F. Yields the product COC(=O)c1cc(N)ccc1OC(F)(F)F. RXN SMILES: [CH3:19][CH2:20][OH:21].[CH3:1][O:2][C:3]([c:4]1[c:5]([O:13][C:14]([F:15])([F:16])[F:17])[cH:6][cH:7][c:8]([N+:10]([O-:11])=[O:12])[cH:9]1)=[O:18]>>[CH3:1][O:2][C:3]([c:4]1[c:5]([O:13][C:14]([F:15])([F:16])[F:17])[cH:6][cH:7][c:8]([NH2:10])[cH:9]1)=[O:18]. Reactants: CC(=O)[O-], CC(=O)[O-], CC(=O)[O-], CC(=O)[O-], C=CCCCCCC, CCCCCCCCC(CCCC(=O)O)C(=O)O, CC(=O)O, [Co+2], [Mn+2], O, O=C(O)CCCCC(=O)O. Product: CCCCCCCCC(CCC(CCCCCCCC)C(=O)O)C(=O)O. RXN SMILES: [C:38]([O-:39])(=[O:40])[CH3:41].[C:43]([O-:44])(=[O:45])[CH3:46].[C:47]([O-:48])(=[O:49])[CH3:50].[C:52]([O-:53])(=[O:54])[CH3:55].[CH2:11]=[CH:12][CH2:13][CH2:14][CH2:15][CH2:16][CH2:17][CH3:18].[CH2:20]([CH2:21][CH2:22][CH2:23][CH2:24][CH2:25][CH2:26][CH3:27])[CH:28]([C:29](=[O:30])[OH:31])[CH2:32][CH2:33][CH2:34][C:35](=[O:36])[OH:37].[CH3:56][C:57](=[O:58])[OH:59].[Co+2:51].[Mn+2:42].[O:19].[OH:1][C:2]([CH2:3][CH2:4][CH2:5][CH2:6][C:7](=[O:8])[OH:9])=[O:10]>>[CH2:11]([CH2:12][CH2:13][CH2:14][CH2:15][CH2:16][CH2:17][CH3:18])[CH:34]([CH2:33][CH2:32][CH:28]([CH2:20][CH2:21][CH2:22][CH2:23][CH2:24][CH2:25][CH2:26][CH3:27])[C:29](=[O:30])[OH:31])[C:35](=[O:36])[OH:37]. Reaction SMILES: [CH2:22]([c:23]1[cH:24][cH:25][cH:26][cH:27][cH:28]1)[N:29]([c:30]1[cH:31][c:32]2[c:36]([cH:37][cH:38]1)[C:35](=[O:39])[O:34][CH2:33]2)[CH2:40][c:41]1[cH:42][cH:43][cH:44][cH:45][cH:46]1.[CH2:47]([CH2:48][O:49][CH3:50])[O:51][CH3:52].[CH2:53]1[O:54][CH2:55][CH2:56][CH2:57]1.[CH3:13][Si:14]([N-:15][Si:16]([CH3:17])([CH3:18])[CH3:19])([CH3:20])[CH3:21].[Cl:1][c:2]1[cH:3][c:4]2[c:8]([cH:9][cH:10]1)[NH:7][C:6](=[O:11])[CH2:5]2.[Li+:12]>>[Cl:1][c:2]1[cH:3][c:4]2[c:8]([cH:9][cH:10]1)[NH:7][C:6](=[O:11])[C:5]2=[C:35]1[O:34][CH2:33][c:32]2[cH:31][c:30]([N:29]([CH2:22][c:23]3[cH:24][cH:25][cH:26][cH:27][cH:28]3)[CH2:40][c:41]3[cH:42][cH:43][cH:44][cH:45][cH:46]3)[cH:38][cH:37][c:36]21. Starting materials: O=C1OCc2cc(N(Cc3ccccc3)Cc3ccccc3)ccc21, COCCOC, C1CCOC1, C[Si](C)(C)[N-][Si](C)(C)C, O=C1Cc2cc(Cl)ccc2N1, [Li+]. Yields the product O=C1Nc2ccc(Cl)cc2C1=C1OCc2cc(N(Cc3ccccc3)Cc3ccccc3)ccc21. The reactants are CCOC(=O)C(Br)CC1CCOCC1, Brc1cccc2[nH]ncc12, O=C([O-])[O-], CN(C)C=O, [K+], [K+], CCOC(=O)C=CC1CCOCC1, O. The product is CCOC(=O)C(CC1CCOCC1)n1ncc2c(Br)cccc21. RXN SMILES: [Br:11][CH:12]([C:13](=[O:14])[O:15][CH2:16][CH3:17])[CH2:18][CH:19]1[CH2:20][CH2:21][O:22][CH2:23][CH2:24]1.[Br:1][c:2]1[c:3]2[cH:4][n:5][nH:6][c:7]2[cH:8][cH:9][cH:10]1.[C:38](=[O:39])([O-:40])[O-:41].[CH3:45][N:46]([CH3:47])[CH:48]=[O:49].[K+:42].[K+:43].[O:25]1[CH2:26][CH2:27][CH:28]([CH:29]=[CH:30][C:31]([O:32][CH2:33][CH3:34])=[O:35])[CH2:36][CH2:37]1.[OH2:44]>>[Br:1][c:2]1[c:3]2[cH:4][n:5][n:6]([CH:12]([C:13](=[O:14])[O:15][CH2:16][CH3:17])[CH2:18][CH:19]3[CH2:20][CH2:21][O:22][CH2:23][CH2:24]3)[c:7]2[cH:8][cH:9][cH:10]1. Starting materials: ClC1=NC=C(C=C1)[N+](=O)[O-] (2-chloro-5-nitropyridine), ( XXII ), C(C)NCC (diethylamine). Yields the product C(C)N(C1=NC=C(C=C1)[N+](=O)[O-])CC (2-diethylamino-5-nitropyridine), ( XXII ). As a reaction SMILES: Cl[C:2]1[CH:7]=[CH:6][C:5]([N+:8]([O-:10])=[O:9])=[CH:4][N:3]=1.[CH2:11]([NH:13][CH2:14][CH3:15])[CH3:12]>>[CH2:11]([N:13]([CH2:14][CH3:15])[C:2]1[CH:7]=[CH:6][C:5]([N+:8]([O-:10])=[O:9])=[CH:4][N:3]=1)[CH3:12]. Procedure: Following Intermediate Method 5, the reaction of 2-chloro-5-nitropyridine, (XXII) with diethylamine produces 2-diethylamino-5-nitropyridine, (XXII). The reduction of this compound (XXII) with iron powder in aqueous hydrochloric acid and ethanol yields 5-amino-2-diethylaminopyridine, (XXIII). Starting materials: ClC=1C=CC=2N(N1)C(=CN2)C(O)C=2C=C1C=CC=NC1=CC2F ((6-chloro-imidazo[1,2-b]pyridazin-3-yl)-(7-fluoro-quinolin-6-yl)-methanol), I(=O)(=O)C1=C(C(=O)O)C=CC=C1 (2-iodoxybenzoic acid). The solvent is CC(=O)C (acetone). Product: ClC=1C=CC=2N(N1)C(=CN2)C(=O)C=2C=C1C=CC=NC1=CC2F ((6-Chloroimidazo[1,2-b]pyridazin-3-yl)(7-fluoroquinolin-6-yl)methanone). The yield is 95.0%. As a reaction SMILES: [Cl:1][C:2]1[CH:3]=[CH:4][C:5]2[N:6]([C:8]([CH:11]([C:13]3[CH:14]=[C:15]4[C:20](=[CH:21][C:22]=3[F:23])[N:19]=[CH:18][CH:17]=[CH:16]4)[OH:12])=[CH:9][N:10]=2)[N:7]=1.I(C1C=CC=CC=1C(O)=O)(=O)=O>CC(C)=O>[Cl:1][C:2]1[CH:3]=[CH:4][C:5]2[N:6]([C:8]([C:11]([C:13]3[CH:14]=[C:15]4[C:20](=[CH:21][C:22]=3[F:23])[N:19]=[CH:18][CH:17]=[CH:16]4)=[O:12])=[CH:9][N:10]=2)[N:7]=1. Reported procedure: To a suspension of (6-chloro-imidazo[1,2-b]pyridazin-3-yl)-(7-fluoro-quinolin-6-yl)-methanol (1.8 g, 5.48 mmol) in acetone (200 mL) was added 2-iodoxybenzoic acid (8.52 g, 45%, 13.69 mmol) and the reaction mixture was stirred at reflux for 1 day. The solvent was removed under reduced pressure and the residue was dissolved in 200 mL of water. The solution was basified by 3N NaOH solution and the precipitate was collected, washed with water and dried over vacuum oven to afford 1.7 g (yield: 95%) t... Starting materials: C1(=CC=CC=C1)COC(=O)N1CCC(=CC1)C1=CC=C(C=C1)NC(=O)OCC1=CC=CC=C1 (3,6-Dihydro-4-[4-[[(phenylmethoxy)carbonyl]amino]phenyl]-1(2H)-pyridinecarboxylic acid phenylmethyl ester), C(CCC)[Li] (n-butyllithium), C(CCC)(=O)OC[C@H]1CO1 ((R)-(−)-glycidyl butyrate). Solvent: O1CCCC1 (tetrahydrofuran). Conditions: temperature -78 celsius, time 45 minute. Product: C1(=CC=CC=C1)COC(=O)N1CCC(=CC1)C1=CC=C(C=C1)N1C(O[C@H](C1)CO)=O ((R)-(−)-3,6-Dihydro-4-[4-[5-(hydroxymethyl)-2-oxo-3-oxazolidinyl]phenyl]-1(2H)-pyridinecarboxylic acid phenylmethyl ester). RXN SMILES: [C:1]1([CH2:7][O:8][C:9]([N:11]2[CH2:16][CH:15]=[C:14]([C:17]3[CH:22]=[CH:21][C:20]([NH:23][C:24](OCC4C=CC=CC=4)=O)=[CH:19][CH:18]=3)[CH2:13][CH2:12]2)=[O:10])[CH:6]=[CH:5][CH:4]=[CH:3][CH:2]=1.C([Li])CCC.[C:39]([O:44][CH2:45][C@@H:46]1[O:48]C1)(=[O:43])CCC>O1CCCC1>[C:1]1([CH2:7][O:8][C:9]([N:11]2[CH2:12][CH:13]=[C:14]([C:17]3[CH:18]=[CH:19][C:20]([N:23]4[CH2:24][C@H:45]([CH2:46][OH:48])[O:44][C:39]4=[O:43])=[CH:21][CH:22]=3)[CH2:15][CH2:16]2)=[O:10])[CH:2]=[CH:3][CH:4]=[CH:5][CH:6]=1. Reported procedure: A solution of 3,6-dihydro-4-[4-[[(phenylmethoxy)carbonyl]amino]phenyl]-1(2H)-pyridinecarboxylic acid phenylmethyl ester (EXAMPLE 17, Step 2, 0.500 g) in dry tetrahydrofuran (5.7 mL) at −78° C. under N2 is treated with n-butyllithium (0.73 mL, 1.6M in hexanes) dropwise over five minutes. The resulting mixture is stirred at −78° C. for 45 minutes and is then treated with (R)-(−)-glycidyl butyrate dropwise. The resulting solution is allowed to warm to ambient temperature over approximately 45 minut... Reactants: C[Si](CCOCCl)(C)C (2-(trimethylsilyl)ethoxymethyl chloride), [H-].[Na+] (sodium hydride), oil, FC=1C=CC(=C(C1)C1=C2C(=NC=C1)NC=C2I)OC (4-(5-fluoro-2-methoxyphenyl)-3-iodo-1H-pyrrolo[2,3-b]pyridine). Run in O1CCCC1 (tetrahydrofuran). Reaction conditions: temperature -5 celsius, time 30 minute. Yields the product FC=1C=CC(=C(C1)C1=C2C(=NC=C1)N(C=C2I)COCC[Si](C)(C)C)OC (4-(5-fluoro-2-methoxyphenyl)-3-iodo-1-((2-(trimethylsilyl)ethoxy)methyl)-1H-pyrrolo[2,3-b]pyridine). RXN SMILES: [F:1][C:2]1[CH:3]=[CH:4][C:5]([O:18][CH3:19])=[C:6]([C:8]2[CH:13]=[CH:12][N:11]=[C:10]3[NH:14][CH:15]=[C:16]([I:17])[C:9]=23)[CH:7]=1.[H-].[Na+].[CH3:22][Si:23]([CH3:30])([CH3:29])[CH2:24][CH2:25][O:26][CH2:27]Cl>O1CCCC1>[F:1][C:2]1[CH:3]=[CH:4][C:5]([O:18][CH3:19])=[C:6]([C:8]2[CH:13]=[CH:12][N:11]=[C:10]3[N:14]([CH2:27][O:26][CH2:25][CH2:24][Si:23]([CH3:30])([CH3:29])[CH3:22])[CH:15]=[C:16]([I:17])[C:9]=23)[CH:7]=1 |f:1.2|. Reported procedure: A solution of Example 14B (15.1 g, 41.0 mmol) in tetrahydrofuran under nitrogen was cooled to −8° C. and 60% sodium hydride in mineral oil (2.461 g, 61.5 mmol) was added in portions at a rate such that the temperature was maintained at or below −5° C. The solution was stirred 30 minutes at −5° C. and 2-(trimethylsilyl)ethoxymethyl chloride (8.73 mL, 49.2 mmol) was added dropwise over 15 minutes. The mixture was stirred for 30 minutes at −5° C. and allowed to warm to ambient temperature and stirr... Reactants: ClC=1C2=C(N=CN1)NC(=C2)C2=C(C=CC=C2)OC (4-chloro-6-(2-methoxy-phenyl)-7H-pyrrolo[2,3-d]pyrimidine), ClC=1C=C(N)C=CC1 (3-chloro-aniline). Run in C(CCC)O (n-butanol). Reaction conditions: time 1.5 hour. Yields the product ClC=1C=C(NC=2C3=C(N=CN2)NC(=C3)C3=C(C=CC=C3)OC)C=CC1 (4-(3-Chloro-anilino)-6-(2-methoxy-phenyl)-7H-pyrrolo[2,3-d]pyrimidine). Reaction SMILES: Cl[C:2]1[C:3]2[CH:10]=[C:9]([C:11]3[CH:16]=[CH:15][CH:14]=[CH:13][C:12]=3[O:17][CH3:18])[NH:8][C:4]=2[N:5]=[CH:6][N:7]=1.[Cl:19][C:20]1[CH:21]=[C:22]([CH:24]=[CH:25][CH:26]=1)[NH2:23]>C(O)CCC>[Cl:19][C:20]1[CH:21]=[C:22]([CH:24]=[CH:25][CH:26]=1)[NH:23][C:2]1[C:3]2[CH:10]=[C:9]([C:11]3[CH:16]=[CH:15][CH:14]=[CH:13][C:12]=3[O:17][CH3:18])[NH:8][C:4]=2[N:5]=[CH:6][N:7]=1. Reported procedure: 6.6 g (25.4 mmol) of 4-chloro-6-(2-methoxy-phenyl)-7H-pyrrolo[2,3-d]pyrimidine and 5.34 ml (50.8 mmol) of 3-chloro-aniline in 100 ml of n-butanol are heated at boiling for 1.5 hours. The reaction mixture is cooled, then filtered and washed with diethyl ether and hexane. Flash chromatography (SiO2 ; applied dry; hexane/ethyl acetate [2:1] ethanol/acetone [1:1]) yields the title compound; m.p. 221-222° C.; TLC-Rf =0.3 (hexane/ethyl acetate [1:1]); FAB-MS: (M+H)+ =351.